This data is from the Open Reaction Database (ORD), a public repository of structured organic reaction records. The task is: describe an organic reaction: reactants, conditions, products, and yield Reaction SMILES: [CH3:1][O:2][C:3]([c:4]1[c:5]([Cl:12])[n:6][c:7]([CH2:10][Br:11])[cH:8][cH:9]1)=[O:13].[CH:14](=[O:15])[NH2:16].[CH:17](=[O:18])[NH2:19].[Na:20].[O:21]=[CH:22][N:23]([CH3:24])[CH3:25]>>[CH3:1][O:2][C:3]([c:4]1[c:5]([Cl:12])[n:6][c:7]([CH2:10][N:16]([CH:14]=[O:15])[CH:17]=[O:18])[cH:8][cH:9]1)=[O:13]. Product: COC(=O)c1ccc(CN(C=O)C=O)nc1Cl. Starting materials: COC(=O)c1ccc(CBr)nc1Cl, NC=O, NC=O, [Na], CN(C)C=O. Starting materials: C(C)(=O)N(C1=CC=C(C=C1)C1=NC=C(C(=N1)O)C(=O)O)C(C(C)(C)N)=O (2-[4-(N-acetyl-alpha-aminoisobutyrylamino)-phenyl]-4-hydroxy-5-pyrimidine carboxylic acid), C(=O)(N1C=NC=C1)N1C=NC=C1 (carbonyldiimidazole). Run in O1CCCC1 (tetrahydrofuran). Conditions: temperature 50 celsius, time 2 hour. Product: [N-]1C=NC=C1.C(C)(=O)N(C1=CC=C(C=C1)C1=NC=C(C(=N1)O)C(=O)O)C(C(C)(C)N)=O (2-[4-(N-Acetyl-alpha-aminoisobutyrylamino)phenyl]-4-hydroxy-5-pyrimidine carboxylic acid imidazolide). Yield: 142.2%. Reaction SMILES: [C:1]([N:4]([C:21](=[O:26])[C:22]([NH2:25])([CH3:24])[CH3:23])[C:5]1[CH:10]=[CH:9][C:8]([C:11]2[N:16]=[C:15]([OH:17])[C:14]([C:18]([OH:20])=[O:19])=[CH:13][N:12]=2)=[CH:7][CH:6]=1)(=[O:3])[CH3:2].C(N1C=CN=C1)(N1C=CN=C1)=O>O1CCCC1>[N-:16]1[CH:15]=[CH:14][N:12]=[CH:11]1.[C:1]([N:4]([C:21](=[O:26])[C:22]([NH2:25])([CH3:23])[CH3:24])[C:5]1[CH:6]=[CH:7][C:8]([C:11]2[N:16]=[C:15]([OH:17])[C:14]([C:18]([OH:20])=[O:19])=[CH:13][N:12]=2)=[CH:9][CH:10]=1)(=[O:3])[CH3:2] |f:3.4|. Reported procedure: A mixture of 5.6 g (15.7 mmol) of the above pyrimidine acid and 5.0 g (31 mmol) of carbonyldiimidazole in 100 ml tetrahydrofuran is stirred at 50° C. for 1/2 hr and at room temperature for 2 hrs. The mixture is filtered and the solids washed with ether and dried in vacuo affording 4.75 g of the title imidazolide. The reactants are [H-].[Na+] (sodium hydride), O (water), O=C1NCC=2N(C3=C1C=CC=C3)C=NC2C(=O)OCC (ethyl 5,6-dihydro-6-oxo-4H-imidazo[1,5-a][1,4]benzodiazepine-3-carboxylate), CI (methyl iodide). Run in CN(C=O)C (dimethylformamide), C(C)(=O)O (acetic acid). Conditions: time 1 hour. Yields the product CN1CC=2N(C3=C(C1=O)C=CC=C3)C=NC2C(=O)OCC (ethyl 5,6-dihydro-5-methyl-6-oxo-4H-imidazo[1,5-a][1,4]benzodiazepine-3-carboxylate). RXN SMILES: [H-].[Na+].[O:3]=[C:4]1[C:10]2[CH:11]=[CH:12][CH:13]=[CH:14][C:9]=2[N:8]2[CH:15]=[N:16][C:17]([C:18]([O:20][CH2:21][CH3:22])=[O:19])=[C:7]2[CH2:6][NH:5]1.[CH3:23]I.O>CN(C)C=O.C(O)(=O)C>[CH3:23][N:5]1[C:4](=[O:3])[C:10]2[CH:11]=[CH:12][CH:13]=[CH:14][C:9]=2[N:8]2[CH:15]=[N:16][C:17]([C:18]([O:20][CH2:21][CH3:22])=[O:19])=[C:7]2[CH2:6]1 |f:0.1|. Procedure details: 70 mg (1.6 mmol) of sodium hydride (55 percent oil dispersion) are suspended in 5 ml of dry dimethylformamide and treated with 135 mg (0.5 mmol) of ethyl 5,6-dihydro-6-oxo-4H-imidazo[1,5-a][1,4]benzodiazepine-3-carboxylate. After completion of the gas evolution, 0.15 ml (2.3 mmol) of methyl iodide is added and the mixture is stirred at room temperature for 1 hour. The mixture is poured into ca 50 ml of water, neutralised with glacial acetic acid and extracted three times with ca 30 ml of chlorof... Reactants: O=C(c1ncc[nH]1)c1ncc[nH]1, ClCCl, COC(=O)C(N)Cc1ccc(OCc2ccccc2)nc1, O=C1Nc2ccccc2CN1C1CCNCC1. RXN SMILES: [C:22](=[O:23])([c:24]1[nH:25][cH:26][cH:27][n:28]1)[c:29]1[nH:30][cH:31][cH:32][n:33]1.[CH2:51]([Cl:52])[Cl:53].[CH3:1][O:2][C:3]([CH:4]([CH2:5][c:6]1[cH:7][n:8][c:9]([O:12][CH2:13][c:14]2[cH:15][cH:16][cH:17][cH:18][cH:19]2)[cH:10][cH:11]1)[NH2:20])=[O:21].[NH:34]1[CH2:35][CH2:36][CH:37]([N:40]2[C:41](=[O:50])[NH:42][c:43]3[cH:44][cH:45][cH:46][cH:47][c:48]3[CH2:49]2)[CH2:38][CH2:39]1>>[CH3:1][O:2][C:3]([CH:4]([CH2:5][c:6]1[cH:7][n:8][c:9]([O:12][CH2:13][c:14]2[cH:15][cH:16][cH:17][cH:18][cH:19]2)[cH:10][cH:11]1)[NH:20][C:22](=[O:23])[N:34]1[CH2:35][CH2:36][CH:37]([N:40]2[C:41](=[O:50])[NH:42][c:43]3[cH:44][cH:45][cH:46][cH:47][c:48]3[CH2:49]2)[CH2:38][CH2:39]1)=[O:21]. Yields the product COC(=O)C(Cc1ccc(OCc2ccccc2)nc1)NC(=O)N1CCC(N2Cc3ccccc3NC2=O)CC1. As a reaction SMILES: [CH2:21]1[O:22][CH2:23][CH2:24][CH2:25]1.[N+:1]([O-:2])(=[O:3])[c:4]1[c:5]([N:15]2[CH2:16][CH2:17][CH2:18][CH2:19][CH2:20]2)[cH:6][c:7](-[n:10]2[n:11][cH:12][cH:13][cH:14]2)[cH:8][cH:9]1>>[NH2:1][c:4]1[c:5]([N:15]2[CH2:16][CH2:17][CH2:18][CH2:19][CH2:20]2)[cH:6][c:7](-[n:10]2[n:11][cH:12][cH:13][cH:14]2)[cH:8][cH:9]1. Yields the product Nc1ccc(-n2cccn2)cc1N1CCCCC1. Starting materials: C1CCOC1, O=[N+]([O-])c1ccc(-n2cccn2)cc1N1CCCCC1. Reactants: CCO, COC(=O)C(=O)Nc1ccc(C2CCC(C(=O)OC)CC2)cc1, NN, O. Yields the product COC(=O)C1CCC(c2ccc(NC(=O)C(=O)NN)cc2)CC1. As a reaction SMILES: [CH3:27][CH2:28][OH:29].[CH3:4][O:5][C:6]([C:7](=[O:8])[NH:9][c:10]1[cH:11][cH:12][c:13]([CH:16]2[CH2:17][CH2:18][CH:19]([C:22](=[O:23])[O:24][CH3:25])[CH2:20][CH2:21]2)[cH:14][cH:15]1)=[O:26].[NH2:2][NH2:3].[OH2:1]>>[NH:2]([NH2:3])[C:6](=[O:5])[C:7](=[O:8])[NH:9][c:10]1[cH:11][cH:12][c:13]([CH:16]2[CH2:17][CH2:18][CH:19]([C:22](=[O:23])[O:24][CH3:25])[CH2:20][CH2:21]2)[cH:14][cH:15]1. Reactants: NC1=C(C=CC=C1)NS(=O)(=O)C1=CC2=C(S1)C=CC=C2 (benzo[b]thiophene-2-sulfonic acid (2-aminophenyl)-amide), COC1=C(C=C(C=C1)S(=O)(=O)C(C)C)S(=O)(=O)Cl (2-methoxy-5-(propane-2-sulfonyl)benzenesulfonyl chloride). Solvent: C(Cl)Cl (DCM), N1=CC=CC=C1 (pyridine), C(Cl)Cl (DCM). Run at time 8 hour. Yields the product S1C2=C(C=C1S(=O)(=O)O)C=CC=C2 (benzo[b]thiophene-2-sulfonic acid). The yield is 214.7%. RXN SMILES: NC1C=CC=CC=1N[S:9]([C:12]1[S:16][C:15]2[CH:17]=[CH:18][CH:19]=[CH:20][C:14]=2[CH:13]=1)(=[O:11])=[O:10].C[O:22]C1C=CC(S(C(C)C)(=O)=O)=CC=1S(Cl)(=O)=O>C(Cl)Cl.N1C=CC=CC=1>[S:16]1[C:12]([S:9]([OH:10])(=[O:11])=[O:22])=[CH:13][C:14]2[CH:20]=[CH:19][CH:18]=[CH:17][C:15]1=2. Procedure: To a solution of benzo[b]thiophene-2-sulfonic acid (2-aminophenyl)-amide (1 mmol) (prepared as in example 1) in DCM (2 mL) and pyridine (2 mL), 2-methoxy-5-(propane-2-sulfonyl)benzenesulfonyl chloride (1.1 mmol) was added at RT and the reaction mixture was then allowed to stir at RT overnight. The reaction mixture was then diluted with DCM (10 mL). The organic phase was washed with 10% aqueous HCl (10 mL), water (10 mL) and brine (10 mL). The organic phase was dried over anhydrous sodium sulfate... Yields the product CC1(C2CCC(=O)CC2)CCCCC1. Reaction SMILES: [CH3:12][C:13]1([CH:19]2[CH2:20][CH2:21][CH:22]([OH:25])[CH2:23][CH2:24]2)[CH2:14][CH2:15][CH2:16][CH2:17][CH2:18]1.[CH3:36][C:37](=[O:38])[CH3:39].[CH:26]([OH:27])([CH3:28])[CH3:29].[Na+:1].[Na+:2].[O-:3][Cr:4]([O:5][Cr:6](=[O:7])(=[O:8])[O-:9])(=[O:10])=[O:11].[OH2:35].[S:30](=[O:31])(=[O:32])([OH:33])[OH:34]>>[CH3:12][C:13]1([CH:19]2[CH2:20][CH2:21][C:22](=[O:25])[CH2:23][CH2:24]2)[CH2:14][CH2:15][CH2:16][CH2:17][CH2:18]1. Reactants: CC1(C2CCC(O)CC2)CCCCC1, CC(C)=O, CC(C)O, [Na+], [Na+], O=[Cr](=O)([O-])O[Cr](=O)(=O)[O-], O, O=S(=O)(O)O.